From a dataset of the Open Reaction Database (ORD), a public repository of structured organic reaction records. describe an organic reaction: reactants, conditions, products, and yield Starting materials: C1(C(=C)CC(=O)O1)=O (itaconic anhydride), C(CCCCCCC)N (octylamine). Solvent: N1=CC=CC=C1 (pyridine). Conditions: temperature 90 celsius. Yields the product C=C1C(N(C(C1)=O)CCCCCCCC)=O (3-Methylene-1-octylpyrrolidine-2,5-dione). Reaction SMILES: [C:1]1(=[O:8])O[C:5](=[O:6])[CH2:4][C:2]1=[CH2:3].[CH2:9]([NH2:17])[CH2:10][CH2:11][CH2:12][CH2:13][CH2:14][CH2:15][CH3:16]>N1C=CC=CC=1>[CH2:3]=[C:2]1[CH2:4][C:5](=[O:6])[N:17]([CH2:9][CH2:10][CH2:11][CH2:12][CH2:13][CH2:14][CH2:15][CH3:16])[C:1]1=[O:8]. Procedure details: A solution of itaconic anhydride (0.1 M) in pyridine (20 ml)was treated with octylamine (0.1 M). The reaction mixture was heated to 90° C. for six hours. The reaction mixture was then concentrated in vacuo and the residue was extracted into ethyl acetate. The ethyl acetate layer was washed with water and with cold aqueous hydrochloric acid, then dried over sodium sulphate and finally concentrated in vacuo. The residue obtained was chromatographed over silica gel to afford the desired product. Reactants: P(=O)(O)(O)[O-].[Na+] (sodium dihydrogenphosphate), solution, C(#C)[Mg]Br (ethynyl magnesium bromide), FC(C1=CC=C(O1)C=O)F (5-difluoromethyl-2-furancarboxaldehyde). Run in O1CCCC1 (tetrahydrofuran), O1CCCC1 (tetrahydrofuran). Conditions: temperature 0 celsius, time 1 hour. Product: FC(C1=CC=C(O1)C(C#C)O)F ((5-difluoromethyl-2-furyl)-2-propynol). Reaction SMILES: [C:1]([Mg]Br)#[CH:2].[F:5][CH:6]([F:14])[C:7]1[O:11][C:10]([CH:12]=[O:13])=[CH:9][CH:8]=1.P([O-])(O)(O)=O.[Na+]>O1CCCC1>[F:5][CH:6]([F:14])[C:7]1[O:11][C:10]([CH:12]([OH:13])[C:1]#[CH:2])=[CH:9][CH:8]=1 |f:2.3|. Procedure details: 43 ml of a 0.5M solution of ethynyl magnesium bromide in tetrahydrofuran were added at 0° C. over one hour to a solution of 2.5 g of the product of Stage A and 30 ml of tetrahydrofuran. The reaction mixture was stirred at 0° C. for 1 hour and then was poured into a saturated aqueous sodium dihydrogenphosphate solution. The 3 g of product were chromatographed on silica by eluting with a 7/3 hexane/ethyl acetate mixture to obtain 2.5 g of the desired product. Reactants: OC1=C(C=C(C(=O)O)C=C1)[N+](=O)[O-] (4-hydroxy-3-nitrobenzoic acid), Cl (hydrochloric acid), [H][H] (hydrogen). The reagents and catalysts are [Pd] (palladium on carbon). Solvent: O (water). Run at temperature 95 celsius. The product is O.Cl.NC=1C=C(C(=O)O)C=CC1O (3-amino-4-hydroxybenzoic acid hydrochloride monohydrate). As a reaction SMILES: [OH:1][C:2]1[CH:10]=[CH:9][C:5]([C:6]([OH:8])=[O:7])=[CH:4][C:3]=1[N+:11]([O-])=O.[ClH:14].[H][H]>[Pd].O>[OH2:1].[ClH:14].[NH2:11][C:3]1[CH:4]=[C:5]([CH:9]=[CH:10][C:2]=1[OH:1])[C:6]([OH:8])=[O:7] |f:5.6.7|. Procedure details: To a 5-liter, 3-necked, round-bottom flask is added 160 g of 4-hydroxy-3-nitrobenzoic acid, 150 cc concentrated hydrochloric acid, 3 liters of distilled water and 25 g of 5 percent palladium on carbon. The reaction mixture is heated to 95° C. with vigorous stirring and hydrogen gas is passed into the reaction mixture. Upon completion, the reaction is cooled to room temperature under nitrogen gas and the catalyst is recovered by filtration. The resulting solution is poured into two 4-liter beaker... Reactants: ClCCCCC(=O)C1=CC=2CC3=CC(=CC=C3C2C=C1)C(CCCCCl)=O (2,7-bis(5-chlorovaleryl)fluorene), N1CCOCC1 (morpholine). The product is O1CCN(CC1)CCCCC(=O)C1=CC=2CC3=CC(=CC=C3C2C=C1)C(CCCCN1CCOCC1)=O (2,7-Bis(5-Morpholinovaleryl)fluorene). RXN SMILES: Cl[CH2:2][CH2:3][CH2:4][CH2:5][C:6]([C:8]1[CH:20]=[CH:19][C:18]2[C:17]3[C:12](=[CH:13][C:14]([C:21](=[O:27])[CH2:22][CH2:23][CH2:24][CH2:25]Cl)=[CH:15][CH:16]=3)[CH2:11][C:10]=2[CH:9]=1)=[O:7].[NH:28]1[CH2:33][CH2:32][O:31][CH2:30][CH2:29]1>>[O:31]1[CH2:32][CH2:33][N:28]([CH2:2][CH2:3][CH2:4][CH2:5][C:6]([C:8]2[CH:20]=[CH:19][C:18]3[C:17]4[C:12](=[CH:13][C:14]([C:21](=[O:27])[CH2:22][CH2:23][CH2:24][CH2:25][N:28]5[CH2:33][CH2:32][O:31][CH2:30][CH2:29]5)=[CH:15][CH:16]=4)[CH2:11][C:10]=3[CH:9]=2)=[O:7])[CH2:29][CH2:30]1. Procedure: By the procedure of Example 7, 20.2g (0.05 mole) of 2,7-bis(5-chlorovaleryl)fluorene, prepared in Example 2, 34.9g (0.4 mole) of morpholine were reacted to give the desired product which was recrystallized twice from methylene chloride-methanol. M.P. 134°-136.5° C, λmax0.1NHCl 325, Elcm1% 776. Starting materials: C1(=CC=CC=C1)N1C(NC(=C1C1=CC=CC=C1)C1=CC=CC=C1)=O (1,4,5-triphenylimidazol-2-one), BrC(CCCCC)Br (dibromohexane), C([O-])([O-])=O.[K+].[K+] (potassium carbonate). Run in CC(CC)=O (butanone). Product: C1(=CC=CC=C1)N1C(=NC(=C1C1=CC=CC=C1)C1=CC=CC=C1)OCCCCCCBr (1,4,5-triphenyl-2-(6-bromohexyloxy)-imidazole). The yield is 29.4%. RXN SMILES: [C:1]1([N:7]2[C:11]([C:12]3[CH:17]=[CH:16][CH:15]=[CH:14][CH:13]=3)=[C:10]([C:18]3[CH:23]=[CH:22][CH:21]=[CH:20][CH:19]=3)[NH:9][C:8]2=[O:24])[CH:6]=[CH:5][CH:4]=[CH:3][CH:2]=1.[Br:25][CH:26](Br)[CH2:27][CH2:28][CH2:29][CH2:30][CH3:31].C(=O)([O-])[O-].[K+].[K+]>CC(=O)CC>[C:1]1([N:7]2[C:11]([C:12]3[CH:17]=[CH:16][CH:15]=[CH:14][CH:13]=3)=[C:10]([C:18]3[CH:23]=[CH:22][CH:21]=[CH:20][CH:19]=3)[N:9]=[C:8]2[O:24][CH2:31][CH2:30][CH2:29][CH2:28][CH2:27][CH2:26][Br:25])[CH:6]=[CH:5][CH:4]=[CH:3][CH:2]=1 |f:2.3.4|. Procedure details: A mixture of 1,4,5-triphenylimidazol-2-one (6.25 g), dibromohexane (24.4 g) and potassium carbonate (5.53 g) in dry butanone (300 ml) was heated at reflux temperature for 24 hours. The mixture was cooled and the filtrate evaporated to an oil which was chromatographed on silica gel (hexane/ethyl acetate) to give 1,4,5-triphenyl-2-(6-bromohexyloxy)-imidazole (2.8 g, 29%) as a white solid, m.p. 87°-9° C. Starting materials: Cl (HCl), [OH-].[Na+] (NaOH), 6.4, N1=C(CCC1)CCC1=CC=C(C2=CC=CC=C12)C(=O)N1CCOCC1 ({4-[2-(4,5-dihydro-3H-pyrrol-2-yl)ethyl]naphthalen-1-yl)morpholin-4-ylmethanone), C(#N)[BH3-].[Na+] (sodium cyano borohydride). Run in CO (methanol). Run at time 6 hour. The product is N1(CCOCC1)C(=O)C1=CC=C(C2=CC=CC=C12)CCC1NCCC1 (morpholin-4-yl-[4-(2-pyrrolidin-2-ylethyl)naphthalen-1-yl]methanone). Reaction SMILES: [N:1]1[CH2:5][CH2:4][CH2:3][C:2]=1[CH2:6][CH2:7][C:8]1[C:17]2[C:12](=[CH:13][CH:14]=[CH:15][CH:16]=2)[C:11]([C:18]([N:20]2[CH2:25][CH2:24][O:23][CH2:22][CH2:21]2)=[O:19])=[CH:10][CH:9]=1.C([BH3-])#N.[Na+].Cl.[OH-].[Na+]>CO>[N:20]1([C:18]([C:11]2[C:12]3[C:17](=[CH:16][CH:15]=[CH:14][CH:13]=3)[C:8]([CH2:7][CH2:6][CH:2]3[CH2:3][CH2:4][CH2:5][NH:1]3)=[CH:9][CH:10]=2)=[O:19])[CH2:25][CH2:24][O:23][CH2:22][CH2:21]1 |f:1.2,4.5|. Procedure details: 6.4 1 g of {4-[2-(4,5-dihydro-3H-pyrrol-2-yl)ethyl]naphthalen-1-yl)morpholin-4-ylmethanone is dissolved in 50 ml of methanol, and 0.26 g of sodium cyano borohydride is added. A pH of 2 inset at 0° C. using methanolic HCl. The mixture is subsequently allowed to left to stir at RT for a further 6 h and then subjected to aqueous work-up. A pH of 9 is set using aqueous NaOH, and the mixture is extracted with ethyl acetate. The dried and evaporated organic phase is purified by chromatography, giving ... Starting materials: CCO, CCOC(=O)CC(NC(=O)CNC(=O)c1cccc([N+](=O)[O-])c1)c1ccccc1, [Na+], O=C([O-])O, Cl[Sn]Cl. Product: CCOC(=O)CC(NC(=O)CNC(=O)c1cccc(N)c1)c1ccccc1. Reaction SMILES: [CH3:38][CH2:39][OH:40].[N+:1]([O-:2])(=[O:3])[c:4]1[cH:5][c:6]([C:7](=[O:8])[NH:9][CH2:10][C:11](=[O:12])[NH:13][CH:14]([CH2:15][C:16](=[O:17])[O:18][CH2:19][CH3:20])[c:21]2[cH:22][cH:23][cH:24][cH:25][cH:26]2)[cH:27][cH:28][cH:29]1.[Na+:37].[O-:33][C:34]([OH:35])=[O:36].[Sn:30]([Cl:31])[Cl:32]>>[NH2:1][c:4]1[cH:5][c:6]([C:7](=[O:8])[NH:9][CH2:10][C:11](=[O:12])[NH:13][CH:14]([CH2:15][C:16](=[O:17])[O:18][CH2:19][CH3:20])[c:21]2[cH:22][cH:23][cH:24][cH:25][cH:26]2)[cH:27][cH:28][cH:29]1. The reactants are CS(=O)(=O)CCC1SC2=C(N(C=C1)C(C1=CC=C(C=C1)NC(C1=C(C=CC=C1)C1=CC=CC=C1)=O)=O)C=CC=C2 (2-(2-Methanesulfonylethyl)-5-[(4-(2-phenylbenzoylamino)benzoyl)]-1,5-benzothiazepine), Example 11, [C-]#N.[Na+] (sodium cyanide). Run in CN(C=O)C (dimethylformamide). Conditions: temperature 70 celsius, time 4 hour. The product is C(#N)CCC1SC2=C(N(C=C1)C(C1=CC=C(C=C1)NC(C1=C(C=CC=C1)C1=CC=CC=C1)=O)=O)C=CC=C2 (2-(2-Cyanoethyl)-5-[4-(2-phenylbenzoylamino)benzoyl]-1,5-benzothiazepine). The yield is 70.0%. RXN SMILES: CS([CH2:5][CH2:6][CH:7]1[CH:13]=[CH:12][N:11]([C:14](=[O:36])[C:15]2[CH:20]=[CH:19][C:18]([NH:21][C:22](=[O:35])[C:23]3[CH:28]=[CH:27][CH:26]=[CH:25][C:24]=3[C:29]3[CH:34]=[CH:33][CH:32]=[CH:31][CH:30]=3)=[CH:17][CH:16]=2)[C:10]2[CH:37]=[CH:38][CH:39]=[CH:40][C:9]=2[S:8]1)(=O)=O.[C-:41]#[N:42].[Na+]>CN(C)C=O>[C:41]([CH2:5][CH2:6][CH:7]1[CH:13]=[CH:12][N:11]([C:14](=[O:36])[C:15]2[CH:16]=[CH:17][C:18]([NH:21][C:22](=[O:35])[C:23]3[CH:28]=[CH:27][CH:26]=[CH:25][C:24]=3[C:29]3[CH:34]=[CH:33][CH:32]=[CH:31][CH:30]=3)=[CH:19][CH:20]=2)[C:10]2[CH:37]=[CH:38][CH:39]=[CH:40][C:9]=2[S:8]1)#[N:42] |f:1.2|. Reported procedure: A mixture of Compound 16 as prepared in Example 11 (0.115 g, 0.197 mM) and sodium cyanide (20 mg) in dimethylformamide was stirred in a 70° C. oil bath for 4 hours. The reaction mixture was then cooled to RT and the DMF was removed under reduced pressure. The residual semi-solid was diluted with water (30 ml) and extracted with ethyl acetate (2×30 ml). The combined ethyl acetate extracts were dried (MgSO4) , filtered and evaporated in vacuo. The crude mixture was purified by chromatography to gi... Starting materials: ClC1=CC(=CC2=C1C(C(=CO2)C2=C(C=CC=C2)C)=O)O (5-chloro-7-hydroxy-3-(2-methylphenyl)-4-oxo-4H-1-benzopyran), C([O-])([O-])=O.[K+].[K+] (potassium carbonate), BrCC(=O)OCC (ethyl bromoacetate). Run in CC(=O)C (acetone). The product is ClC1=CC(=CC2=C1C(C(=CO2)C2=C(C=CC=C2)C)=O)OCC(=O)OCC (ethyl {[5-chloro-3-(2-methylphenyl)-4-oxo-4H-1-benzopyran-7-yl]oxy}acetate). Isolated yield 89.1%. Reaction SMILES: [Cl:1][C:2]1[C:7]2[C:8](=[O:19])[C:9]([C:12]3[CH:17]=[CH:16][CH:15]=[CH:14][C:13]=3[CH3:18])=[CH:10][O:11][C:6]=2[CH:5]=[C:4]([OH:20])[CH:3]=1.C(=O)([O-])[O-].[K+].[K+].Br[CH2:28][C:29]([O:31][CH2:32][CH3:33])=[O:30]>CC(C)=O>[Cl:1][C:2]1[C:7]2[C:8](=[O:19])[C:9]([C:12]3[CH:17]=[CH:16][CH:15]=[CH:14][C:13]=3[CH3:18])=[CH:10][O:11][C:6]=2[CH:5]=[C:4]([O:20][CH2:28][C:29]([O:31][CH2:32][CH3:33])=[O:30])[CH:3]=1 |f:1.2.3|. Reported procedure: In 1 l of acetone was suspended 114 g of 5-chloro-7-hydroxy-3-(2-methylphenyl)-4-oxo-4H-1-benzopyran, and 60.4 g of anhydrous potassium carbonate and 73.0 g of ethyl bromoacetate were added thereto, followed by refluxing for 1.5 hours. After cooling, the insoluble material was removed by filtration, and the filtrate was concentrated under reduced pressure. Recrystallization of the residue from ethanol gave 132 g of the entitled compound having a melting point of 122° to 123° C. Reactants: C(C)(C)(C)OC(=O)N1[C@@H](CCC1)COC=1C=C(C(C(=O)OC)=CC1)C(=O)OC (dimethyl (S)-4-[1-(tert-butoxycarbonyl)-2-pyrrolidinylmethoxy]phthalate), C(=O)(C(F)(F)F)O (TFA). Solvent: C(Cl)Cl (CH2Cl2). Conditions: time 50 minute. The product is N1[C@@H](CCC1)COC=1C=C(C(C(=O)OC)=CC1)C(=O)OC (dimethyl (S)-4-(2-pyrrolidinylmethoxy)phthalate). Yield: 18.4%. As a reaction SMILES: C(OC([N:8]1[CH2:12][CH2:11][CH2:10][C@H:9]1[CH2:13][O:14][C:15]1[CH:16]=[C:17]([C:25]([O:27][CH3:28])=[O:26])[C:18](=[CH:23][CH:24]=1)[C:19]([O:21][CH3:22])=[O:20])=O)(C)(C)C.C(O)(C(F)(F)F)=O>C(Cl)Cl>[NH:8]1[CH2:12][CH2:11][CH2:10][C@H:9]1[CH2:13][O:14][C:15]1[CH:16]=[C:17]([C:25]([O:27][CH3:28])=[O:26])[C:18](=[CH:23][CH:24]=1)[C:19]([O:21][CH3:22])=[O:20]. Procedure: To a solution of dimethyl (S)-4-[1-(tert-butoxycarbonyl)-2-pyrrolidinylmethoxy]phthalate (5.75 g, 14.62 mmol) in CH2Cl2 (25 mL) was added TFA (20 mL), and the resulting mixture was stirred for 50 min at room temp. The resulting mixture was concentrated in vacuo and made basic with sat. NaHCO3. The mix was extracted with CH2Cl2, washed with brine, dried over MgSO4, and evaporated off in vacuo. The residue was purified by column chromatography on silica-gel with CHCl3—MeOH (50:1, v/v) as eluent to...